This data is from the Open Reaction Database (ORD), a public repository of structured organic reaction records. The task is: describe an organic reaction: reactants, conditions, products, and yield The reactants are N[C@H]1CCC2=CC=CC=C12 ((S)-1-aminoindan), BrC=1C=C(C=CC1)S(=O)(=O)Cl (3-bromobenzensulfonyl chloride). Product: BrC=1C=C(C=CC1)S(=O)(=O)N[C@H]1CCC2=CC=CC=C12 (3-bromo-N-[(1S)-2,3-dihydro-1H-indene-1-yl]benzenesulfonamide). Isolated yield 52.0%. Reaction SMILES: [NH2:1][C@@H:2]1[C:10]2[C:5](=[CH:6][CH:7]=[CH:8][CH:9]=2)[CH2:4][CH2:3]1.[Br:11][C:12]1[CH:13]=[C:14]([S:18](Cl)(=[O:20])=[O:19])[CH:15]=[CH:16][CH:17]=1>>[Br:11][C:12]1[CH:13]=[C:14]([S:18]([NH:1][C@@H:2]2[C:10]3[C:5](=[CH:6][CH:7]=[CH:8][CH:9]=3)[CH2:4][CH2:3]2)(=[O:20])=[O:19])[CH:15]=[CH:16][CH:17]=1. Reported procedure: 3-bromo-N-[(1S)-2,3-dihydro-1H-indene-1-yl]benzenesulfonamide was synthesized according to the procedure described above from (S)-1-aminoindan and 3-bromobenzensulfonyl chloride. Yield 52%. 1H NMR (400 MHz, CDCl3): 7.20 (m, 1H), 7.90 (dd, 1H), 7.80 (dd, 1H), 7.50 (t, 1H), 7.20 (m, 2H), 7.15 (m, 1H), 7.02 br d, 1H), 4.80 (t, 1H), 2.90(m, 1H), 2.70 (m, 1H), 2.20 (m, 1H), 1.70 (m, 1H). The reactants are FC1=CC=C(C=C1)N1N=CC(=C(C1=O)O)C1=CC=C(C=C1)S(=O)(=O)C (2-(4-fluorophenyl)-4-hydroxy-5-[4-(methylsulfonyl)phenyl]-3(2H)-pyridazinone), OCCC(C)=O (4-hydroxy-2-butanone), N (NH3). Product: FC1=CC=C(C=C1)N1N=CC(=C(C1=O)OCCC(C)=O)C1=CC=C(C=C1)S(=O)(=O)C (2-(4-Fluorophenyl)-4-(3-oxo-1-butoxy)-5-[4-(methylsulfonyl)phenyl]-3(2H)-pyridazinone). Reaction SMILES: [F:1][C:2]1[CH:7]=[CH:6][C:5]([N:8]2[C:13](=[O:14])[C:12]([OH:15])=[C:11]([C:16]3[CH:21]=[CH:20][C:19]([S:22]([CH3:25])(=[O:24])=[O:23])=[CH:18][CH:17]=3)[CH:10]=[N:9]2)=[CH:4][CH:3]=1.O[CH2:27][CH2:28][C:29](=[O:31])[CH3:30].N>>[F:1][C:2]1[CH:7]=[CH:6][C:5]([N:8]2[C:13](=[O:14])[C:12]([O:15][CH2:27][CH2:28][C:29](=[O:31])[CH3:30])=[C:11]([C:16]3[CH:21]=[CH:20][C:19]([S:22]([CH3:25])(=[O:23])=[O:24])=[CH:18][CH:17]=3)[CH:10]=[N:9]2)=[CH:4][CH:3]=1. Reported procedure: The title compound was prepared according to the method of Example 460 starting with 2-(4-fluorophenyl)-4-hydroxy-5-[4-(methylsulfonyl)phenyl]-3(2H)-pyridazinone in place of 2-(3,4-difluorophenyl)-4-hydroxy-5-[4-(methylsulfonyl)phenyl]-3(2H)-pyridazinone and substituting 4-hydroxy-2-butanone in place of acetol. (yield: 85.0 mg, 20%). mp 133-136° C.; 1H NMR (300 MHz, CDCl3) δ 2.04 (s, 3H), 2.80 (t, J=9 Hz, 2H), 3.13 (s, 3H), 4.76 (t, J=9 Hz, 2H), 7.20 (t, J=9 Hz, 2H), 7.55 (m, 2H), 7.55 (d, J=9 H... Reactants: C[O-].[Li+] (lithium methoxide), Cl (hydrochloric acid), C(C)(=O)C1=CC=C(C=C1)S(=O)(=O)NC1=NOC(=C1)C (4-Acetyl-N-(5-methylisoxazole-3-yl)benzenesulfonamide), COC1=C(C=O)C=C(C(=C1)OC)C=1SC=CC1 (2,4-dimethoxy-5-thien-2-ylbenzaldehyde). Run in CN(C=O)C.CO (dimethylformamide methanol), O (water). Reaction conditions: time 1 hour. Yields the product COC1=C(C=C(C(=C1)OC)C=1SC=CC1)/C=C/C(=O)C1=CC=C(C=C1)S(=O)(=O)NC1=NOC(=C1)C (4-[3E-(2,4-Dimethoxy-5-thien-2-yl-phenyl)acryloyl]-N-(5-methylisoxazol-3-yl)benzenesulfonamide). Yield: 83.2%. RXN SMILES: [C:1]([C:4]1[CH:9]=[CH:8][C:7]([S:10]([NH:13][C:14]2[CH:18]=[C:17]([CH3:19])[O:16][N:15]=2)(=[O:12])=[O:11])=[CH:6][CH:5]=1)(=[O:3])[CH3:2].[CH3:20][O:21][C:22]1[CH:29]=[C:28]([O:30][CH3:31])[C:27]([C:32]2[S:33][CH:34]=[CH:35][CH:36]=2)=[CH:26][C:23]=1[CH:24]=O.C[O-].[Li+].Cl>CN(C)C=O.CO.O>[CH3:20][O:21][C:22]1[CH:29]=[C:28]([O:30][CH3:31])[C:27]([C:32]2[S:33][CH:34]=[CH:35][CH:36]=2)=[CH:26][C:23]=1/[CH:24]=[CH:2]/[C:1]([C:4]1[CH:5]=[CH:6][C:7]([S:10]([NH:13][C:14]2[CH:18]=[C:17]([CH3:19])[O:16][N:15]=2)(=[O:11])=[O:12])=[CH:8][CH:9]=1)=[O:3] |f:2.3,5.6|. Procedure: 4-Acetyl-N-(5-methylisoxazole-3-yl)benzenesulfonamide (Ex-1B, 2.50 g, 8.9 mmol) and 2,4-dimethoxy-5-thien-2-ylbenzaldehyde (Ex-1A, 2.20 g, 8.9 mmol) were dissolved in a dimethylformamide-methanol solution (55 mL, 7:3). After complete dissolution, lithium methoxide (1.35 g, 35.6 mmol) was added and the resulting orange slurry was stirred in the dark at room temperature for 1 h. Upon completion, as determined by HPLC, the mixture was diluted with water (80 mL), acidified with a 1 N hydrochloric ac... The reactants are OCCCC[C@@H](C)NC(OC(C)(C)C)=O ((R)-tert-butyl 6-hydroxyhexan-2-ylcarbamate), C(=O)(C(F)(F)F)O (TFA). Solvent: C(Cl)Cl (DCM). Run at time 1 hour. Product: FC(C(=O)O)(F)F.N[C@@H](CCCCO)C ((R)-5-aminohexan-1-ol trifluoroacetate). RXN SMILES: [OH:1][CH2:2][CH2:3][CH2:4][CH2:5][C@H:6]([NH:8]C(=O)OC(C)(C)C)[CH3:7].[C:16]([OH:22])([C:18]([F:21])([F:20])[F:19])=[O:17]>C(Cl)Cl>[F:19][C:18]([F:21])([F:20])[C:16]([OH:22])=[O:17].[NH2:8][C@H:6]([CH3:7])[CH2:5][CH2:4][CH2:3][CH2:2][OH:1] |f:3.4|. Reported procedure: To a stirred solution of (R)-tert-butyl 6-hydroxyhexan-2-ylcarbamate (0.530 g, 2.44 mmol) in DCM (1.5 mL) was added TFA (1.88 mL, 24.4 mmol). The resulting clear solution was stirred at rt for 1 hr. The reaction was concentrated. The obtained oily residue was dried under vacuum to give (R)-5-aminohexan-1-ol trifluoroacetate as a light brown oil. The reactants are CS(=O)(=O)O (methanesulfonic acid), ClC1=CC=C(C=C1)C=1CCN(CC1)CCCCN1N=CN=C1 (4-(4-chlorophenyl)-1,2,3,6-tetrahydro-1-[4-(1H-1,2,4-triazol-1-yl)butyl]pyridine). The solvent is CC(=O)C (acetone), CC(=O)C (acetone). Run at time 20 minute. Yields the product CS(=O)(=O)O.ClC1=CC=C(C=C1)C=1CCN(CC1)CCCCN1N=CN=C1 (4-(4-chlorophenyl)-1,2,3,6-tetrahydro-1-[4-(1H-1,2,4-triazol-1-yl)butyl]pyridine methanesulfonate). Yield: 79.9%. Reaction SMILES: [CH3:1][S:2]([OH:5])(=[O:4])=[O:3].[Cl:6][C:7]1[CH:12]=[CH:11][C:10]([C:13]2[CH2:14][CH2:15][N:16]([CH2:19][CH2:20][CH2:21][CH2:22][N:23]3[CH:27]=[N:26][CH:25]=[N:24]3)[CH2:17][CH:18]=2)=[CH:9][CH:8]=1>CC(C)=O>[CH3:1][S:2]([OH:5])(=[O:4])=[O:3].[Cl:6][C:7]1[CH:12]=[CH:11][C:10]([C:13]2[CH2:18][CH2:17][N:16]([CH2:19][CH2:20][CH2:21][CH2:22][N:23]3[CH:27]=[N:26][CH:25]=[N:24]3)[CH2:15][CH:14]=2)=[CH:9][CH:8]=1 |f:3.4|. Reported procedure: A solution of methanesulfonic acid (0.63 g, 2 mmol) in acetone (1 ml) is added to a solution of 4-(4-chlorophenyl)-1,2,3,6-tetrahydro-1-[4-(1H-1,2,4-triazol-1-yl)butyl]pyridine (0.63 g, 2 mmol) in acetone (5 ml) at 40° C. After about 20 minutes a precipitate appears, which is filtered after cooling to room temperature, washed with cold ethanol and dried, yielding 0.66 g (80%) of 4-(4-chlorophenyl)-1,2,3,6-tetrahydro-1-[4-(1H-1,2,4-triazol-1-yl)butyl]pyridine methanesulfonate of m.p. 130-2° C.